Dataset: the Open Reaction Database (ORD), a public repository of structured organic reaction records. Task: describe an organic reaction: reactants, conditions, products, and yield Starting materials: CC1=C(N)C=CC=C1C1=C2C(=NC=C1)C=C(O2)C2=CC=C(C=C2)C(=O)N2CCCC2 (2-methyl-3-{2-[4-(pyrrolidin-1-ylcarbonyl)phenyl]furo[3,2-b]pyridin-7-yl}aniline), S1C(=CC2=C1CCCC2)C(=O)Cl (4,5,6,7-tetrahydro-1-benzothiophene-2-carbonyl chloride). Yields the product CC1=C(C=CC=C1C1=C2C(=NC=C1)C=C(O2)C2=CC=C(C=C2)C(=O)N2CCCC2)NC(=O)C=2SC1=C(C2)CCCC1 (N-(2-Methyl-3-{2-[4-(pyrrolidin-1-ylcarbonyl)phenyl]furo[3,2-b]pyridin-7-yl}phenyl)-4,5,6,7-tetrahydro-1-benzothiophene-2-carboxamide), solid. The yield is 14.0%. As a reaction SMILES: [CH3:1][C:2]1[C:8]([C:9]2[CH:14]=[CH:13][N:12]=[C:11]3[CH:15]=[C:16]([C:18]4[CH:23]=[CH:22][C:21]([C:24]([N:26]5[CH2:30][CH2:29][CH2:28][CH2:27]5)=[O:25])=[CH:20][CH:19]=4)[O:17][C:10]=23)=[CH:7][CH:6]=[CH:5][C:3]=1[NH2:4].[S:31]1[C:35]2[CH2:36][CH2:37][CH2:38][CH2:39][C:34]=2[CH:33]=[C:32]1[C:40](Cl)=[O:41]>>[CH3:1][C:2]1[C:8]([C:9]2[CH:14]=[CH:13][N:12]=[C:11]3[CH:15]=[C:16]([C:18]4[CH:23]=[CH:22][C:21]([C:24]([N:26]5[CH2:30][CH2:29][CH2:28][CH2:27]5)=[O:25])=[CH:20][CH:19]=4)[O:17][C:10]=23)=[CH:7][CH:6]=[CH:5][C:3]=1[NH:4][C:40]([C:32]1[S:31][C:35]2[CH2:36][CH2:37][CH2:38][CH2:39][C:34]=2[CH:33]=1)=[O:41]. Reported procedure: The compound was synthesized according to the procedure M using 2-methyl-3-{2-[4-(pyrrolidin-1-ylcarbonyl)phenyl]furo[3,2-b]pyridin-7-yl}aniline (40.00 mg, 0.10 mmol) and 4,5,6,7-tetrahydro-1-benzothiophene-2-carbonyl chloride (22.22 mg, 0.11 mmol). The title compound was obtained as a white solid (8.00 mg, 14%). HPLC (method F): 82%, RT=4.365. MS: m/z=562 [M+H]+, RT=4.33 min. As a reaction SMILES: [F:1][C:2]1[CH:3]=[C:4]([CH:10]2[CH2:12][CH:11]2[CH2:13][C:14]([OH:16])=[O:15])[CH:5]=[CH:6][C:7]=1[O:8][CH3:9].[N+](=[CH2:19])=[N-]>C1COCC1>[CH3:19][O:15][C:14](=[O:16])[CH2:13][CH:11]1[CH2:12][CH:10]1[C:4]1[CH:5]=[CH:6][C:7]([O:8][CH3:9])=[C:2]([F:1])[CH:3]=1. Run in C1CCOC1 (THF). Reaction conditions: time 2 hour. Isolated yield 80.1%. The product is COC(CC1C(C1)C1=CC(=C(C=C1)OC)F)=O ([2-(3-fluoro-4-methoxy-phenyl)-cyclopropyl]-acetic acid methyl ester). Procedure details: After [2-(3-fluoro-4-methoxy-phenyl)-cyclopropyl]-acetic acid (0.075 g, 0.33 mmol) obtained in Step D was dissolved in THF (1 mL), diazomethane (2.7 ml, 0.66 mmol, 0.25M ether) was added thereto, and the mixture was stirred at room temperature for 2 hours. After the termination of the reaction, the reactant was concentrated under reduced pressure and purified by column chromatography (eluent, EtOAc/Hex=1/2) to obtain the title compound (0.063 g, 79%). The reactants are FC=1C=C(C=CC1OC)C1C(C1)CC(=O)O ([2-(3-fluoro-4-methoxy-phenyl)-cyclopropyl]-acetic acid), [N+](=[N-])=C (diazomethane). The reactants are [BH4-], CC(=O)NC1(CCc2ccccc2)CCOC(=O)CC1, CCOC(C)=O, [Cl-], [Li+], [NH4+], C1CCOC1. Yields the product CC(=O)NC(CCO)(CCCO)CCc1ccccc1. Reaction SMILES: [BH4-:1].[C:3]([CH3:4])(=[O:5])[NH:6][C:7]1([CH2:15][CH2:16][c:17]2[cH:18][cH:19][cH:20][cH:21][cH:22]2)[CH2:8][CH2:9][C:10](=[O:11])[O:12][CH2:13][CH2:14]1.[CH3:30][CH2:31][O:32][C:33](=[O:34])[CH3:35].[Cl-:23].[Li+:2].[NH4+:24].[O:25]1[CH2:26][CH2:27][CH2:28][CH2:29]1>>[C:3]([CH3:4])(=[O:5])[NH:6][C:7]([CH2:8][CH2:9][CH2:10][OH:11])([CH2:14][CH2:13][OH:12])[CH2:15][CH2:16][c:17]1[cH:18][cH:19][cH:20][cH:21][cH:22]1.